This data is from the Open Reaction Database (ORD), a public repository of structured organic reaction records. The task is: describe an organic reaction: reactants, conditions, products, and yield Reactants: ClC1=CC=C(C=C1)C1(N=C(N(C1C1=CC=C(C=C1)Cl)C(=O)Cl)C1=C(C=C(C=C1)OC)OC(C)C)C (rac-(4S*,5R*)-4,5-bis-(4-chloro-phenyl)-2-(2-isopropoxy-4-methoxy-phenyl)-4-methyl-4,5-dihydro-imidazole-1-carbonyl chloride), N1C(CNCC1)=O (2-piperazinone). The product is ClC1=CC=C(C=C1)[C@@]1(N=C(N([C@@H]1C1=CC=C(C=C1)Cl)C(=O)N1CC(NCC1)=O)C1=C(C=C(C=C1)OC)OC(C)C)C (rac-4-[(4S*,5R*)-4,5-Bis-(4-chloro-phenyl)-2-(2-isopropoxy-4-methoxy-phenyl)-4-methyl-4,5-dihydro-imidazole-1-carbonyl]-piperazin-2-one). RXN SMILES: [Cl:1][C:2]1[CH:7]=[CH:6][C:5]([C:8]2([CH3:35])[CH:12]([C:13]3[CH:18]=[CH:17][C:16]([Cl:19])=[CH:15][CH:14]=3)[N:11]([C:20](Cl)=[O:21])[C:10]([C:23]3[CH:28]=[CH:27][C:26]([O:29][CH3:30])=[CH:25][C:24]=3[O:31][CH:32]([CH3:34])[CH3:33])=[N:9]2)=[CH:4][CH:3]=1.[NH:36]1[CH2:41][CH2:40][NH:39][CH2:38][C:37]1=[O:42]>>[Cl:1][C:2]1[CH:3]=[CH:4][C:5]([C@@:8]2([CH3:35])[C@@H:12]([C:13]3[CH:14]=[CH:15][C:16]([Cl:19])=[CH:17][CH:18]=3)[N:11]([C:20]([N:39]3[CH2:40][CH2:41][NH:36][C:37](=[O:42])[CH2:38]3)=[O:21])[C:10]([C:23]3[CH:28]=[CH:27][C:26]([O:29][CH3:30])=[CH:25][C:24]=3[O:31][CH:32]([CH3:34])[CH3:33])=[N:9]2)=[CH:6][CH:7]=1. Procedure details: In a manner analogous to the method described in example 5, rac-(4S*,5R*)-4,5-bis-(4-chloro-phenyl)-2-(2-isopropoxy-4-methoxy-phenyl)-4-methyl-4,5-dihydro-imidazole-1-carbonyl chloride was reacted with 2-piperazinone (Avocado Organics) to give the title compound. LC-MS: 595.2 [(M+H)+] Starting materials: N[C@@H]1C(N(CC\C=C/C1)CC1=CC=CC=C1)=O ((S,Z)-3-Amino-1-benzyl-3,4,7,8-tetrahydroazocin-2(1H)-one), C(C=C)N (prop-2-en-1-amine). Product: N[C@@H]1C(N(C\C=C/C1)CC1=CC=CC=C1)=O ((S,Z)-3-Amino-1-benzyl-3,4-dihydro-1H-azepin-2(7H)-one). As a reaction SMILES: [NH2:1][C@H:2]1[CH2:9][CH:8]=[CH:7][CH2:6]C[N:4]([CH2:10][C:11]2[CH:16]=[CH:15][CH:14]=[CH:13][CH:12]=2)[C:3]1=[O:17].C(N)C=C>>[NH2:1][C@H:2]1[CH2:9][CH:8]=[CH:7][CH2:6][N:4]([CH2:10][C:11]2[CH:16]=[CH:15][CH:14]=[CH:13][CH:12]=2)[C:3]1=[O:17]. Procedure details: (S,Z)-3-Amino-1-benzyl-3,4-dihydro-1H-azepin-2(7H)-one (6.15 mg, 0.028 mmol) was synthesized as described for the preparation of Intermediate 44 using prop-2-en-1-amine in step A. Anal. Calcd. for C13H16N2O m/z 216.2. found: 217.0 (M+H)+.